Dataset: the Open Reaction Database (ORD), a public repository of structured organic reaction records. Task: describe an organic reaction: reactants, conditions, products, and yield The solvent is C1=CC=CC=C1 (benzene), C(C)(=O)OCC (ethyl acetate). Reactants: C(C=C)CNC(CN)(C)C (2-allylmethylamino-2-methylpropylamine), ClC=1C=C(C(=O)Cl)C=CC1Cl (3,4-dichlorobenzoyl chloride). Product: ClC=1C=C(C(=O)NCC(C)(C)NCCC=C)C=CC1Cl (3,4-dichloro-N-(2-allylmethylamino-2-methylpropyl)-benzamide). Reaction SMILES: [CH2:1]([CH2:4][NH:5][C:6]([CH3:10])([CH3:9])[CH2:7][NH2:8])[CH:2]=[CH2:3].[Cl:11][C:12]1[CH:13]=[C:14]([CH:18]=[CH:19][C:20]=1[Cl:21])[C:15](Cl)=[O:16]>C1C=CC=CC=1.C(OCC)(=O)C>[Cl:11][C:12]1[CH:13]=[C:14]([CH:18]=[CH:19][C:20]=1[Cl:21])[C:15]([NH:8][CH2:7][C:6]([NH:5][CH2:4][CH2:1][CH:2]=[CH2:3])([CH3:10])[CH3:9])=[O:16]. Reported procedure: A mixture of 2-allylmethylamino-2-methylpropylamine (1.3 g.,) and 3,4-dichlorobenzoyl chloride (3.15 g.,) was heated under reflux in dry benzene (150 ml.) for 1 hrs. The cooled mixture was washed with dilute sodium hydroxide solution (2 × 30 ml.), water (2 × 30 ml.), dried (MgSO4) and the solvent was removed in vacuo to give a yellow oil (3.9 g.). The oil was passed through a column of alumina 40 × 2.5 cm. using ethyl acetate as an eluent to give 3,4-dichloro-N-(2-allylmethylamino-2-methylpropyl... Reaction SMILES: [Cl:1][c:2]1[cH:3][c:4]([NH:9][c:10]2[n:11][cH:12][c:13]([NH:18][C:19](=[O:20])[N:21]([CH3:22])[CH2:23][CH2:24][OH:25])[c:14]([NH:16][CH3:17])[n:15]2)[cH:5][cH:6][c:7]1[Cl:8].[O:45]=[C:46]([O:47][CH2:48][CH3:49])[N:50]=[N:51][C:52]([O:53][CH2:54][CH3:55])=[O:56].[O:57]1[CH2:58][CH2:59][CH2:60][CH2:61]1.[c:26]1([P:27]([c:28]2[cH:29][cH:30][cH:31][cH:32][cH:33]2)[c:34]2[cH:35][cH:36][cH:37][cH:38][cH:39]2)[cH:40][cH:41][cH:42][cH:43][cH:44]1>>[Cl:1][c:2]1[cH:3][c:4]([NH:9][c:10]2[n:11][cH:12][c:13]([N:18]3[C:19](=[O:20])[N:21]([CH3:22])[CH2:23][CH2:24]3)[c:14]([NH:16][CH3:17])[n:15]2)[cH:5][cH:6][c:7]1[Cl:8]. Reactants: CNc1nc(Nc2ccc(Cl)c(Cl)c2)ncc1NC(=O)N(C)CCO, CCOC(=O)N=NC(=O)OCC, C1CCOC1, c1ccc(P(c2ccccc2)c2ccccc2)cc1. Product: CNc1nc(Nc2ccc(Cl)c(Cl)c2)ncc1N1CCN(C)C1=O. Solvent: CN(C)C=O (DMF). Reactants: FC1=C(C=CC(=C1)Br)O (2-fluoro-4-bromophenol), [H-].[Na+] (sodium hydride), Cl (hydrochloric acid), COCCl (methoxymethyl chloride). The product is FC=1C=C(C=CC1OCOC)Br (3-fluoro-4-methoxymethoxybromobenzene). RXN SMILES: [F:1][C:2]1[CH:7]=[C:6]([Br:8])[CH:5]=[CH:4][C:3]=1[OH:9].[H-].[Na+].[CH3:12][O:13][CH2:14]Cl.Cl>CN(C=O)C>[F:1][C:2]1[CH:7]=[C:6]([Br:8])[CH:5]=[CH:4][C:3]=1[O:9][CH2:12][O:13][CH3:14] |f:1.2|. The yield is 80.5%. Procedure details: A reaction vessel was charged with 111 g of 2-fluoro-4-bromophenol and 700 ml of DMF, and 20 g of 70% sodium hydride was added with stirring at room temperature. The mixture was stirred at room temperature for 1 hour and 56 g of methoxymethyl chloride was then added dropwise. The mixture was stirred at room temperature for 3 hours. The reaction liquid was poured into dilute hydrochloric acid and the organic layer was extracted with benzene. The benzene layer was washed with water and dried over ... Starting materials: CCO, CCOC(=O)c1cnc2cc(-c3ccc(OCc4c(-c5c(Cl)cccc5Cl)noc4C(C)C)cc3)ccc2n1, [Na+], C1CCOC1, [OH-]. Yields the product CC(C)c1onc(-c2c(Cl)cccc2Cl)c1COc1ccc(-c2ccc3nc(C(=O)O)cnc3c2)cc1. RXN SMILES: [CH3:42][CH2:43][OH:44].[Cl:1][c:2]1[c:3](-[c:9]2[n:10][o:11][c:12]([CH:37]([CH3:38])[CH3:39])[c:13]2[CH2:14][O:15][c:16]2[cH:17][cH:18][c:19](-[c:22]3[cH:23][c:24]4[n:25][cH:26][c:27]([C:32](=[O:33])[O:34][CH2:35][CH3:36])[n:28][c:29]4[cH:30][cH:31]3)[cH:20][cH:21]2)[c:4]([Cl:8])[cH:5][cH:6][cH:7]1.[Na+:41].[O:45]1[CH2:46][CH2:47][CH2:48][CH2:49]1.[OH-:40]>>[Cl:1][c:2]1[c:3](-[c:9]2[n:10][o:11][c:12]([CH:37]([CH3:38])[CH3:39])[c:13]2[CH2:14][O:15][c:16]2[cH:17][cH:18][c:19](-[c:22]3[cH:23][c:24]4[n:25][cH:26][c:27]([C:32](=[O:33])[OH:34])[n:28][c:29]4[cH:30][cH:31]3)[cH:20][cH:21]2)[c:4]([Cl:8])[cH:5][cH:6][cH:7]1. Reaction SMILES: [NH2:1][CH2:2][c:3]1[cH:4][n:5](-[c:15]2[cH:16][cH:17][cH:18][cH:19][cH:20]2)[c:6]2[cH:7][c:8]([Cl:14])[cH:9][cH:10][c:11]2[c:12]1=[O:13].[O:21]1[CH2:22][CH2:23][N:24]([c:27]2[cH:28][c:29]([C:30](=[O:31])[OH:32])[cH:33][cH:34][n:35]2)[CH2:25][CH2:26]1>>[NH:1]([CH2:2][c:3]1[cH:4][n:5](-[c:15]2[cH:16][cH:17][cH:18][cH:19][cH:20]2)[c:6]2[cH:7][c:8]([Cl:14])[cH:9][cH:10][c:11]2[c:12]1=[O:13])[C:30]([c:29]1[cH:28][c:27]([N:24]2[CH2:23][CH2:22][O:21][CH2:26][CH2:25]2)[n:35][cH:34][cH:33]1)=[O:31]. The reactants are NCc1cn(-c2ccccc2)c2cc(Cl)ccc2c1=O, O=C(O)c1ccnc(N2CCOCC2)c1. Product: O=C(NCc1cn(-c2ccccc2)c2cc(Cl)ccc2c1=O)c1ccnc(N2CCOCC2)c1. The reactants are C1N(CC2C1CNC2)C(=O)C2=C(C=CC=C2)C=2SC=CC2 ((Hexahydro-pyrrolo[3,4-c]pyrrol-2-yl)-(2-thiophen-2-yl-phenyl)-methanone), ClC1=NC(=CC=C1)OC (2-chloro-6-methoxy-pyridine). The product is COC1=CC=CC(=N1)N1CC2CN(CC2C1)C(=O)C1=C(C=CC=C1)C=1SC=CC1 (2-(6-Methoxypyridin-2-yl)-5-[(2-thiophen-2-ylphenyl)carbonyl]octahydro pyrrolo[3,4-c]pyrrole). As a reaction SMILES: [CH2:1]1[CH:5]2[CH2:6][NH:7][CH2:8][CH:4]2[CH2:3][N:2]1[C:9]([C:11]1[CH:16]=[CH:15][CH:14]=[CH:13][C:12]=1[C:17]1[S:18][CH:19]=[CH:20][CH:21]=1)=[O:10].Cl[C:23]1[CH:28]=[CH:27][CH:26]=[C:25]([O:29][CH3:30])[N:24]=1>>[CH3:30][O:29][C:25]1[N:24]=[C:23]([N:7]2[CH2:8][CH:4]3[CH:5]([CH2:1][N:2]([C:9]([C:11]4[CH:16]=[CH:15][CH:14]=[CH:13][C:12]=4[C:17]4[S:18][CH:19]=[CH:20][CH:21]=4)=[O:10])[CH2:3]3)[CH2:6]2)[CH:28]=[CH:27][CH:26]=1. Reported procedure: The title compound was prepared in a manner analogous to Example 15 utilizing Intermediate 37 and 2-chloro-6-methoxy-pyridine. MS (ESI): mass calculated for C23H23N3O2S, 405.52; m/z found 406.2 [M+H]+. 1H NMR (400 MHz, CDCl3): 7.56-7.47 (m, 1H), 7.46-7.30 (m, 4H), 7.25-7.12 (m, 2H), 7.09-6.90 (m, 1H), 6.01 (d, J=7.6, 1H), 5.77 (br s, 1H), 3.85 (s, 3H), 3.71-2.59 (m, 10H). Reactants: N#Cc1ccc(CBr)cc1, [N-]=[N+]=[N-], [Na+], CN(C)C=O, O. The product is N#Cc1ccc(CN=[N+]=[N-])cc1. Reaction SMILES: [C:5](#[N:6])[c:7]1[cH:8][cH:9][c:10]([CH2:11][Br:12])[cH:13][cH:14]1.[N-:2]=[N+:3]=[N-:4].[Na+:1].[O:15]=[CH:16][N:17]([CH3:18])[CH3:19].[OH2:20]>>[N:2](=[N+:3]=[N-:4])[CH2:11][c:10]1[cH:9][cH:8][c:7]([C:5]#[N:6])[cH:14][cH:13]1. The reactants are O=C(CBr)C1CCN(Cc2ccccc2)C1=O, CC#N, [F-], [K+], C1COCCOCCOCCOCCOCCO1. The product is O=C(CF)C1CCN(Cc2ccccc2)C1=O. Reaction SMILES: [CH2:1]([c:2]1[cH:3][cH:4][cH:5][cH:6][cH:7]1)[N:8]1[C:9](=[O:17])[CH:10]([C:13]([CH2:14][Br:15])=[O:16])[CH2:11][CH2:12]1.[CH3:38][C:39]#[N:40].[F-:36].[K+:37].[O:18]1[CH2:19][CH2:20][O:21][CH2:22][CH2:23][O:24][CH2:25][CH2:26][O:27][CH2:28][CH2:29][O:30][CH2:31][CH2:32][O:33][CH2:34][CH2:35]1>>[CH2:1]([c:2]1[cH:3][cH:4][cH:5][cH:6][cH:7]1)[N:8]1[C:9](=[O:17])[CH:10]([C:13]([CH2:14][F:36])=[O:16])[CH2:11][CH2:12]1.